This data is from the Open Reaction Database (ORD), a public repository of structured organic reaction records. The task is: describe an organic reaction: reactants, conditions, products, and yield The reactants are ClC1=NN=CC2=CC(=CC=C12)C=1C=C(C(=O)NC2CC2)C=CC1C (3-(1-chlorophthalazin-6-yl)-N-cyclopropyl-4-methylbenzamide), C(#N)C1=C(C=CC=C1)B(O)O (2-cyanophenylboronic acid), C([O-])([O-])=O.[K+].[K+] (potassium carbonate). The reagents and catalysts are Cl[Pd]([P](C1=CC=CC=C1)(C2=CC=CC=C2)C3=CC=CC=C3)([P](C4=CC=CC=C4)(C5=CC=CC=C5)C6=CC=CC=C6)Cl (trans-dichlorobis(triphenyl-phosphine)palladium (II)). The solvent is COCCOC (DME). Run at temperature 120 celsius. Product: NC(=O)C1=C(C=CC=C1)C1=NN=CC2=CC(=CC=C12)C=1C=C(C(=O)NC2CC2)C=CC1C (3-(1-(2-(aminocarbonyl)phenyl)-6-phthalazinyl)-N-cyclopropyl-4-methylbenzamide). As a reaction SMILES: Cl[C:2]1[C:11]2[C:6](=[CH:7][C:8]([C:12]3[CH:13]=[C:14]([CH:21]=[CH:22][C:23]=3[CH3:24])[C:15]([NH:17][CH:18]3[CH2:20][CH2:19]3)=[O:16])=[CH:9][CH:10]=2)[CH:5]=[N:4][N:3]=1.[C:25]([C:27]1[CH:32]=[CH:31][CH:30]=[CH:29][C:28]=1B(O)O)#[N:26].C(=O)([O-])[O-:37].[K+].[K+]>COCCOC.Cl[Pd](Cl)([P](C1C=CC=CC=1)(C1C=CC=CC=1)C1C=CC=CC=1)[P](C1C=CC=CC=1)(C1C=CC=CC=1)C1C=CC=CC=1>[NH2:26][C:25]([C:27]1[CH:32]=[CH:31][CH:30]=[CH:29][C:28]=1[C:2]1[C:11]2[C:6](=[CH:7][C:8]([C:12]3[CH:13]=[C:14]([CH:21]=[CH:22][C:23]=3[CH3:24])[C:15]([NH:17][CH:18]3[CH2:20][CH2:19]3)=[O:16])=[CH:9][CH:10]=2)[CH:5]=[N:4][N:3]=1)=[O:37] |f:2.3.4,^1:50,69|. Reported procedure: The title compound was prepared by a method analogous to that described in Example 11 (Method D), using a mixture of 3-(1-chlorophthalazin-6-yl)-N-cyclopropyl-4-methylbenzamide (0.111 g, 0.33 mmol), 2-cyanophenylboronic acid (0.211 g, 1.4 mmol), potassium carbonate (0.400 g, 2.9 mmol) and trans-dichlorobis(triphenyl-phosphine)palladium (II) (0.017 g, 0.024 mmol) in 1.4 mL DME/0.6 mL H2O/0.4 mL EtOH, which was heated at 120° C. for 15 min. The mixture was partitioned between ethyl acetate/brine a...